From a dataset of the Open Reaction Database (ORD), a public repository of structured organic reaction records. describe an organic reaction: reactants, conditions, products, and yield The reactants are NC1=C(C#N)C(=CC=C1)OC (2-amino-6-methoxybenzonitrile), N1=CC=CC=C1 (pyridine), C(C)(=O)OCC(=O)Cl (acetoxyacetyl chloride). The solvent is C(Cl)Cl (methylene chloride). Reaction conditions: time 1 hour. The product is C(C)(=O)OCC(=O)NC1=C(C#N)C(=CC=C1)OC (2-(acetoxyacetylamino)-6-methoxybenzonitrile). RXN SMILES: [NH2:1][C:2]1[CH:9]=[CH:8][CH:7]=[C:6]([O:10][CH3:11])[C:3]=1[C:4]#[N:5].N1C=CC=CC=1.[C:18]([O:21][CH2:22][C:23](Cl)=[O:24])(=[O:20])[CH3:19]>C(Cl)Cl>[C:18]([O:21][CH2:22][C:23]([NH:1][C:2]1[CH:9]=[CH:8][CH:7]=[C:6]([O:10][CH3:11])[C:3]=1[C:4]#[N:5])=[O:24])(=[O:20])[CH3:19]. Procedure details: To a solution of 2-amino-6-methoxybenzonitrile (3.7 g) in methylene chloride (50 ml) is added pyridine (2.4 ml), and thereto is added dropwise acetoxyacetyl chloride (2.7 ml) which is cooled in an ice bath. The mixture is stirred at room temperature for 1 hour, and thereafter, the solvent is distilled off under reduced pressure. The resulting crude crystals are washed with water and ether and then are recrystallized from ethanol to give the title compound (5.4 g) having the following physical pr... Starting materials: COc1ccc2c(Nc3c(Cl)cncc3Cl)cc(=O)[nH]c2c1OCCCBr, CN1CCNCC1, CS(C)=O. Product: COc1ccc2c(Nc3c(Cl)cncc3Cl)cc(=O)[nH]c2c1OCCCN1CCN(C)CC1. RXN SMILES: [Br:8][CH2:9][CH2:10][CH2:11][O:12][c:13]1[c:14]([O:33][CH3:34])[cH:15][cH:16][c:17]2[c:18]([NH:24][c:25]3[c:26]([Cl:32])[cH:27][n:28][cH:29][c:30]3[Cl:31])[cH:19][c:20](=[O:23])[nH:21][c:22]12.[CH3:1][N:2]1[CH2:3][CH2:4][NH:5][CH2:6][CH2:7]1.[CH3:35][S:36]([CH3:37])=[O:38]>>[CH3:1][N:2]1[CH2:3][CH2:4][N:5]([CH2:9][CH2:10][CH2:11][O:12][c:13]2[c:14]([O:33][CH3:34])[cH:15][cH:16][c:17]3[c:18]([NH:24][c:25]4[c:26]([Cl:32])[cH:27][n:28][cH:29][c:30]4[Cl:31])[cH:19][c:20](=[O:23])[nH:21][c:22]23)[CH2:6][CH2:7]1. Reactants: FC(F)c1ccc(Br)cc1, O=C([O-])[O-], [Cs+], [Cs+], [Cu]I, CN(C)C=O, O, CCOC(=O)c1cc(O)c2cc(C)oc2c1. The product is CCOC(=O)c1cc(Oc2ccc(C(F)F)cc2)c2cc(C)oc2c1. RXN SMILES: [Br:17][c:18]1[cH:19][cH:20][c:21]([CH:24]([F:25])[F:26])[cH:22][cH:23]1.[C:27](=[O:28])([O-:29])[O-:30].[Cs+:31].[Cs+:32].[Cu:39][I:40].[O:34]=[CH:35][N:36]([CH3:37])[CH3:38].[OH2:33].[OH:1][c:2]1[cH:3][c:4]([C:12](=[O:13])[O:14][CH2:15][CH3:16])[cH:5][c:6]2[c:7]1[cH:8][c:9]([CH3:11])[o:10]2>>[O:1]([c:2]1[cH:3][c:4]([C:12](=[O:13])[O:14][CH2:15][CH3:16])[cH:5][c:6]2[c:7]1[cH:8][c:9]([CH3:11])[o:10]2)[c:18]1[cH:19][cH:20][c:21]([CH:24]([F:25])[F:26])[cH:22][cH:23]1. Reagents/catalysts: CC(=O)O.CC(=O)O.CC(=O)O.CC(=O)O.[Rh].[Rh] (rhodium (II) acetate dimer). Conditions: time 30 minute. As a reaction SMILES: [CH:1]1([OH:5])[CH2:4][CH2:3][CH2:2]1.[N+](=[CH:8][C:9]([O:11][CH2:12][CH3:13])=[O:10])=[N-]>ClCCl.CCCCCCC.CC(O)=O.CC(O)=O.CC(O)=O.CC(O)=O.[Rh].[Rh]>[CH2:12]([O:11][C:9](=[O:10])[CH2:8][O:5][CH:1]1[CH2:4][CH2:3][CH2:2]1)[CH3:13] |f:4.5.6.7.8.9|. Reactants: [N+](=[N-])=CC(=O)OCC (ethyl diazoacetate), C1(CCC1)O (cyclobutanol). The product is C(C)OC(COC1CCC1)=O (Cyclobutoxyacetic acid ethyl ester). Procedure details: To a solution of cyclobutanol (720 mg, 10.0 mmol) in dichloromethane (20 mL) is added rhodium (II) acetate dimer (10 mg) followed by ethyl diazoacetate (0.95 mL, 9.0 mmol). The reaction mixture is stirred at rt for 30 min. The reaction mixture is diluted with heptane, filtered through Celite, and the filtrate is evaporated and the residue is vacuum distilled at 140° C. to give 1.00 g of the product 469. 1H NMR (CDCl3) δ 4.21 (q, 2H), 4.03 (m, 1H), 3.98 (s, 2H), 2.28-2.15 (m, 2H), 2.08-1.95 (m, 2... The solvent is CCCCCCC (heptane), ClCCl (dichloromethane). The yield is 70.2%.